From a dataset of the Open Reaction Database (ORD), a public repository of structured organic reaction records. describe an organic reaction: reactants, conditions, products, and yield Starting materials: [Cl-].[NH4+] (ammonium chloride), C(#N)C=1C=C(CBr)C=CC1 (3-cyanobenzyl bromide), C([O-])([O-])=O.[K+].[K+] (potassium carbonate), C(C#CC)N1C(=NC=2N=C(NC(C12)=O)Cl)N1CCN(CC1)C(=O)OC(C)(C)C (t-butyl 4-[7-(2-butynyl)-2-chloro-6-oxo-6,7-dihydro-1H-purin-8-yl]piperazine-1-carboxylate). Run in CN(C=O)C (N,N-dimethylformamide). Run at time 12 hour. Yields the product C(C#CC)N1C(=NC=2N=C(N(C(C12)=O)CC1=CC(=CC=C1)C#N)Cl)N1CCN(CC1)C(=O)OC(C)(C)C (t-Butyl 4-[7-(2-butynyl)-2-chloro-1-(3-cyanobenzyl)-6-oxo-6,7-dihydro-1H-purin-8-yl]piperazine-1-carboxylate). Isolated yield 55.3%. As a reaction SMILES: [CH2:1]([N:5]1[C:13]2[C:12](=[O:14])[NH:11][C:10]([Cl:15])=[N:9][C:8]=2[N:7]=[C:6]1[N:16]1[CH2:21][CH2:20][N:19]([C:22]([O:24][C:25]([CH3:28])([CH3:27])[CH3:26])=[O:23])[CH2:18][CH2:17]1)[C:2]#[C:3][CH3:4].[C:29]([C:31]1[CH:32]=[C:33]([CH:36]=[CH:37][CH:38]=1)[CH2:34]Br)#[N:30].C(=O)([O-])[O-].[K+].[K+].[Cl-].[NH4+]>CN(C)C=O>[CH2:1]([N:5]1[C:13]2[C:12](=[O:14])[N:11]([CH2:34][C:33]3[CH:36]=[CH:37][CH:38]=[C:31]([C:29]#[N:30])[CH:32]=3)[C:10]([Cl:15])=[N:9][C:8]=2[N:7]=[C:6]1[N:16]1[CH2:21][CH2:20][N:19]([C:22]([O:24][C:25]([CH3:28])([CH3:27])[CH3:26])=[O:23])[CH2:18][CH2:17]1)[C:2]#[C:3][CH3:4] |f:2.3.4,5.6|. Procedure: 100 mg of t-butyl 4-[7-(2-butynyl)-2-chloro-6-oxo-6,7-dihydro-1H-purin-8-yl]piperazine-1-carboxylate was dissolved in 1.2 ml of N,N-dimethylformamide, and then 97 mg of 3-cyanobenzyl bromide and 68 mg of potassium carbonate were added thereto. The mixture was stirred at room temperature for 12 hours. Then, a saturated ammonium chloride solution was added to the reaction solution, and the mixture was extracted with ethyl acetate. The organic layer was concentrated, and the residue was purified by...